Dataset: the Open Reaction Database (ORD), a public repository of structured organic reaction records. Task: describe an organic reaction: reactants, conditions, products, and yield Starting materials: O=C([O-])[O-], CNc1ccc(-c2cc3ccc(OCCF)cc3s2)cc1, CI, [K+], [K+], C1CCOC1, O. The product is CN(C)c1ccc(-c2cc3ccc(OCCF)cc3s2)cc1. As a reaction SMILES: [C:1](=[O:2])([O-:3])[O-:4].[CH3:14][NH:15][c:16]1[cH:17][cH:18][c:19](-[c:22]2[s:23][c:24]3[c:25]([cH:26]2)[cH:27][cH:28][c:29]([O:31][CH2:32][CH2:33][F:34])[cH:30]3)[cH:20][cH:21]1.[I:7][CH3:8].[K+:5].[K+:6].[O:9]1[CH2:10][CH2:11][CH2:12][CH2:13]1.[OH2:35]>>[CH3:1][N:15]([CH3:14])[c:16]1[cH:17][cH:18][c:19](-[c:22]2[s:23][c:24]3[c:25]([cH:26]2)[cH:27][cH:28][c:29]([O:31][CH2:32][CH2:33][F:34])[cH:30]3)[cH:20][cH:21]1. Product: CCOC(=O)CC(=O)CCc1ccc(OC)cc1. Starting materials: CCOC(=O)CC(C)=O, [Li]CCCC, COc1ccc(CBr)cc1, CCCCCC, Cl, [H-], [Na+], C1CCOC1. RXN SMILES: [C:3]([CH2:4][C:5](=[O:6])[CH3:7])(=[O:8])[O:9][CH2:10][CH3:11].[CH2:12]([Li:13])[CH2:14][CH2:15][CH3:16].[CH3:17][O:18][c:19]1[cH:20][cH:21][c:22]([CH2:23][Br:24])[cH:25][cH:26]1.[CH3:33][CH2:34][CH2:35][CH2:36][CH2:37][CH3:38].[ClH:27].[H-:2].[Na+:1].[O:28]1[CH2:29][CH2:30][CH2:31][CH2:32]1>>[C:3]([CH2:4][C:5](=[O:6])[CH2:7][CH2:23][c:22]1[cH:21][cH:20][c:19]([O:18][CH3:17])[cH:26][cH:25]1)(=[O:8])[O:9][CH2:10][CH3:11]. Starting materials: C(C)OC([C@@H](CCCNC(=O)OC(C)(C)C)NC(=O)OCC1C2=CC=CC=C2C=2C=CC=CC12)=O (5-t-butoxycarbonylamino-(2R)-(9H-fluoren-9-ylmethoxycarbonylamino)-pentanoic acid ethyl ester), C(C)NCC (diethylamine). Solvent: CN(C)C=O (DMF). Reaction conditions: time 30 minute. Yields the product C(C)OC([C@@H](CCCNC(=O)OC(C)(C)C)N)=O ((2R)-amino-5-t-butoxycarbonylamino-pentanoic acid ethyl ester). Isolated yield 114.1%. Reaction SMILES: [CH2:1]([O:3][C:4](=[O:35])[C@H:5]([NH:17]C(OCC1C2C=CC=CC=2C2C1=CC=CC=2)=O)[CH2:6][CH2:7][CH2:8][NH:9][C:10]([O:12][C:13]([CH3:16])([CH3:15])[CH3:14])=[O:11])[CH3:2].C(NCC)C>CN(C=O)C>[CH2:1]([O:3][C:4](=[O:35])[C@H:5]([NH2:17])[CH2:6][CH2:7][CH2:8][NH:9][C:10]([O:12][C:13]([CH3:15])([CH3:14])[CH3:16])=[O:11])[CH3:2]. Reported procedure: The compound (1.9846 g) obtained in Example 96-1 was dissolved in DMF (19 ml) and added with diethylamine (14 ml) and the whole was stirred at room temperature for 30 minutes. After completion of the reaction, the solvent was distilled off. The residue was purified through silica gel column chromatography (chloroform/methanol), thereby obtaining the subject compound (1.2212 g) as a colorless oily substance. The reactants are OC1=CC=C(C=C1)N=C=S (p-hydroxyphenylisothiocyanate), C1(=CC=CC=C1)N=C=O (phenyl isocyanate). The reagents and catalysts are C(C)N(CC)CC (triethylamine), C(CCCCCCCCCCC)(=O)[O-].C(CCCCCCCCCCC)(=O)[O-].C(CCC)[Sn+2]CCCC (dibutyltin dilaurate). The solvent is C1=CC=CC=C1 (benzene). Yields the product C1(=CC=CC=C1)NC(=O)OC1=CC=C(C=C1)N=C=S (p-Phenylcarbamyloxyphenylisothiocyanate). RXN SMILES: [OH:1][C:2]1[CH:7]=[CH:6][C:5]([N:8]=[C:9]=[S:10])=[CH:4][CH:3]=1.[C:11]1([N:17]=[C:18]=[O:19])[CH:16]=[CH:15][CH:14]=[CH:13][CH:12]=1>C1C=CC=CC=1.C(N(CC)CC)C.C([O-])(=O)CCCCCCCCCCC.C([O-])(=O)CCCCCCCCCCC.C([Sn+2]CCCC)CCC>[C:11]1([NH:17][C:18]([O:1][C:2]2[CH:7]=[CH:6][C:5]([N:8]=[C:9]=[S:10])=[CH:4][CH:3]=2)=[O:19])[CH:16]=[CH:15][CH:14]=[CH:13][CH:12]=1 |f:4.5.6|. Reported procedure: By a procedure similar to that of Example I, the above compound (5.2 g., m.p. 139°-142° C.) was prepared from 7.6 g. (0.05 m.) of p-hydroxyphenylisothiocyanate and 6.0 g. (0.05 m.) of phenyl isocyanate, using 35 mls. of benzene as a solvent and 2 drops each of triethylamine and dibutyltin dilaurate as catalysts. Starting materials: C(CC)N1N=C(C(=C1Br)[N+](=O)[O-])Br (1-propyl-3,5-dibromo-4-nitropyrazole), C(C1=CC=CC=C1)N (benzylamine). Run in CCO (EtOH). The product is C(C1=CC=CC=C1)NC=1N(N=C(C1[N+](=O)[O-])Br)CCC (benzyl(5-bromo-4-nitro-2-propyl-2H-pyrazol-3-yl)amine), BrC1=NNC(=C1[N+](=O)[O-])Br (3,5-dibromo-4-nitropyrazole). Reaction SMILES: [CH2:1]([N:4]1[C:8]([Br:9])=[C:7]([N+:10]([O-:12])=[O:11])[C:6]([Br:13])=[N:5]1)[CH2:2][CH3:3].[CH2:14]([NH2:21])[C:15]1[CH:20]=[CH:19][CH:18]=[CH:17][CH:16]=1>CCO>[CH2:14]([NH:21][C:8]1[N:4]([CH2:1][CH2:2][CH3:3])[N:5]=[C:6]([Br:13])[C:7]=1[N+:10]([O-:12])=[O:11])[C:15]1[CH:20]=[CH:19][CH:18]=[CH:17][CH:16]=1.[Br:9][C:8]1[C:7]([N+:10]([O-:12])=[O:11])=[C:6]([Br:13])[NH:5][N:4]=1. Procedure details: A mixture of 1-propyl-3,5-dibromo-4-nitropyrazole (19.4 g, 62 mmol), EtOH (500 ml) and benzylamine (40 g, 373 mmol) was refluxed for 15 hours. The reaction medium was concentrated to the maximum under reduced pressure. The residue was suspended in EtOAc (100 ml ), the insoluble part was separated out by filtration and the filtrate was evaporated to dryness. The black oil obtained was purified by column chromatography (eluent: EtOAc/hexane) to give the benzyl(5-bromo-4-nitro-2-propyl-2H-pyrazol-3...